From a dataset of the Open Reaction Database (ORD), a public repository of structured organic reaction records. describe an organic reaction: reactants, conditions, products, and yield The reactants are [Cl-].[Na+] (sodium chloride), B([C@@H]1C[C@@H]2C[C@H]([C@H]1C)C2(C)C)([C@@H]3C[C@@H]4C[C@H]([C@H]3C)C4(C)C)Cl ((−)-DIP chloride), FC1=CC=C(C=C1)C(CCCC(=O)N1C(OCC1C1=CC=CC=C1)=O)=O (3-[5-(4-fluorophenyl)-1,5-dioxopentyl]-4-phenyl-2-oxazolidinone). Solvent: CCCCCCC (heptane), C1(=CC=CC=C1)C (toluene), C1(=CC=CC=C1)C (toluene). Conditions: time 15 hour. The product is FC1=CC=C(C=C1)[C@H](CCCC(=O)N1C(OCC1C1=CC=CC=C1)=O)O (3-[(5S)-5-(4-fluorophenyl)-5-hydroxy-1-oxopentyl]-4-phenyl-2-oxazolidinone). Yield: 96.0%. Reaction SMILES: [F:1][C:2]1[CH:7]=[CH:6][C:5]([C:8](=[O:26])[CH2:9][CH2:10][CH2:11][C:12]([N:14]2[CH:18]([C:19]3[CH:24]=[CH:23][CH:22]=[CH:21][CH:20]=3)[CH2:17][O:16][C:15]2=[O:25])=[O:13])=[CH:4][CH:3]=1.B(Cl)([C@H]1[C@H](C)[C@@H]2C(C)(C)[C@@H](C2)C1)[C@H]1[C@H](C)[C@@H]2C(C)(C)[C@@H](C2)C1.[Cl-].[Na+]>C1(C)C=CC=CC=1.CCCCCCC>[F:1][C:2]1[CH:7]=[CH:6][C:5]([C@@H:8]([OH:26])[CH2:9][CH2:10][CH2:11][C:12]([N:14]2[CH:18]([C:19]3[CH:20]=[CH:21][CH:22]=[CH:23][CH:24]=3)[CH2:17][O:16][C:15]2=[O:25])=[O:13])=[CH:4][CH:3]=1 |f:2.3|. Reported procedure: 3-[5-(4-fluorophenyl)-1,5-dioxopentyl]-4-phenyl-2-oxazolidinone (100 gm) is dissolved in toluene (750 ml), the mixture of (−)-β-chlorodiisopinocampheylborane ((−)-DIP chloride) in heptane (545 ml, 1.5M) and toluene (750 ml) is added at 0° C. to 5° C. for 1 hour. The reaction mixture is stirred for 15 hours at 25° C. to 30° C. and 340 ml of 10% sodium chloride is then added at the same temperature. The layers are separated and the organic layer is washed with 5% sodium bicarbonate (300 ml), 1N su... Starting materials: ClC1=NC2=CC=CC=C2C(=N1)N(C)C1=CC=C(C=C1)OC ((2-chloro-quinazolin-4-yl)-(4-methoxy-phenyl)-methyl-amine), N (ammonia), example 10. Solvent: CO (methanol). Yields the product COC1=CC=C(C=C1)N(C1=NC(=NC2=CC=CC=C12)N)C (N4-(4-Methoxy-phenyl)-N4-methyl-quinazoline-2,4-diamine). As a reaction SMILES: Cl[C:2]1[N:11]=[C:10]([N:12]([C:14]2[CH:19]=[CH:18][C:17]([O:20][CH3:21])=[CH:16][CH:15]=2)[CH3:13])[C:9]2[C:4](=[CH:5][CH:6]=[CH:7][CH:8]=2)[N:3]=1.[NH3:22]>CO>[CH3:21][O:20][C:17]1[CH:18]=[CH:19][C:14]([N:12]([CH3:13])[C:10]2[C:9]3[C:4](=[CH:5][CH:6]=[CH:7][CH:8]=3)[N:3]=[C:2]([NH2:22])[N:11]=2)=[CH:15][CH:16]=1. Procedure details: Title compound was prepared from (2-chloro-quinazolin-4-yl)-(4-methoxy-phenyl)-methyl-amine (10 mg, 0.033 mmol) and 7 M ammonia in methanol (1 mL) by a procedure similar to example 10 (5 mg, 50%). 1H NMR (CDCl3): 7.44 (m, 2H), 7.16 (m, 2H), 6.96-6.95 (m, 2H), 6.88 (dd, J=8.4 and 1.5 Hz, 1H), 6.72 (ddd, J=8.7, 6.6 and 1.8 Hz, 1H), 3.86 (s, 3H), 3.72 (s, 3H).